describe an organic reaction: reactants, conditions, products, and yield From a dataset of the Open Reaction Database (ORD), a public repository of structured organic reaction records. Procedure details: A mixture of concentrated nitric acid (32 mL) and concentrated sulfuric acid (32 mL) were cooled in an ice salt bath. Solid 2-phenylbutyric acid (16.42 g, 100 mmol) was added in small portions maintaining the solution temperature below 10° C. The reaction was warmed to room temperature and allowed to stir for 1 hour. The product was isolated by pouring the reaction mixture onto 150 mL of crushed ice, filtering the white solid and recrystallizing from EtOH to give 14.5 g (69%) of the product as w... RXN SMILES: [N+:1]([O-:4])(O)=[O:2].S(=O)(=O)(O)O.[C:10]1([CH:16]([CH2:20][CH3:21])[C:17]([OH:19])=[O:18])[CH:15]=[CH:14][CH:13]=[CH:12][CH:11]=1>>[N+:1]([C:13]1[CH:14]=[CH:15][C:10]([CH:16]([CH2:20][CH3:21])[C:17]([OH:19])=[O:18])=[CH:11][CH:12]=1)([O-:4])=[O:2]. Reactants: [N+](=O)(O)[O-] (nitric acid), S(O)(O)(=O)=O (sulfuric acid), C1(=CC=CC=C1)C(C(=O)O)CC (2-phenylbutyric acid). Solvent: ice. Reaction conditions: time 1 hour. The product is [N+](=O)([O-])C1=CC=C(C=C1)C(C(=O)O)CC (2-(4'-Nitrophenyl)butyric acid). The yield is 69.0%.